From a dataset of the Open Reaction Database (ORD), a public repository of structured organic reaction records. describe an organic reaction: reactants, conditions, products, and yield The reactants are C1COCCO1, O, CC(O)(C(=O)O)c1cccc(Cc2ccccc2)c1, O=S(=O)(O)O. Product: C=C(C(=O)O)c1cccc(Cc2ccccc2)c1. Reaction SMILES: [O:21]1[CH2:22][CH2:23][O:24][CH2:25][CH2:26]1.[OH2:20].[OH:1][C:2]([C:3](=[O:4])[OH:5])([CH3:6])[c:7]1[cH:8][c:9]([CH2:13][c:14]2[cH:15][cH:16][cH:17][cH:18][cH:19]2)[cH:10][cH:11][cH:12]1.[S:27](=[O:28])(=[O:29])([OH:30])[OH:31]>>[C:2]([C:3](=[O:4])[OH:5])(=[CH2:6])[c:7]1[cH:8][c:9]([CH2:13][c:14]2[cH:15][cH:16][cH:17][cH:18][cH:19]2)[cH:10][cH:11][cH:12]1. Reactants: NC1=CC=CC=C1 (aniline), ClC=1N=C(C2=C(C(=NC(=N2)Cl)Cl)N1)Cl (2,4,6,8-tetrachloropyrimidopyrimidine). Run in C(Cl)(Cl)Cl (chloroform). The product is N1=CN=CC2=C1C=NC=N2 (Pyrimidopyrimidine). Yield: 199.2%. As a reaction SMILES: NC1C=CC=CC=1.Cl[C:9]1[N:10]=[C:11](Cl)[C:12]2[N:17]=[C:16](Cl)[N:15]=[C:14](Cl)[C:13]=2[N:20]=1>C(Cl)(Cl)Cl>[N:17]1[C:12]2[CH:11]=[N:10][CH:9]=[N:20][C:13]=2[CH:14]=[N:15][CH:16]=1. Reported procedure: 8.7 mL (95 mmol) of aniline may be slowly added dropwise to a solution of 4 g (19 mmol) of 2,4,6,8-tetrachloropyrimidopyrimidine in 50 mL of chloroform in a water bath at about 0° C. The results of the reaction may be verified by thin layer chromatography (TLC). The reaction mixture may be washed with an aqueous ammonium chloride solution and extracted with chloroform. The organic layer may be separated, distilled under reduced pressure to remove the solvent, and dried in an oven to yield approx... Reactants: NC1CC1, CC(c1ccc(-c2cccc(C(=O)O)n2)cc1)N1CCC(CC(C)(C)O)(c2ccccc2)OC1=O. Yields the product CC(c1ccc(-c2cccc(C(=O)NC3CC3)n2)cc1)N1CCC(CC(C)(C)O)(c2ccccc2)OC1=O. Reaction SMILES: [CH:36]1([NH2:39])[CH2:37][CH2:38]1.[OH:1][C:2]([CH2:3][C:4]1([c:28]2[cH:29][cH:30][cH:31][cH:32][cH:33]2)[CH2:5][CH2:6][N:7]([CH:11]([CH3:12])[c:13]2[cH:14][cH:15][c:16](-[c:19]3[cH:20][cH:21][cH:22][c:23]([C:25](=[O:26])[OH:27])[n:24]3)[cH:17][cH:18]2)[C:8](=[O:10])[O:9]1)([CH3:34])[CH3:35]>>[OH:1][C:2]([CH2:3][C:4]1([c:28]2[cH:29][cH:30][cH:31][cH:32][cH:33]2)[CH2:5][CH2:6][N:7]([CH:11]([CH3:12])[c:13]2[cH:14][cH:15][c:16](-[c:19]3[cH:20][cH:21][cH:22][c:23]([C:25](=[O:26])[NH:39][CH:36]4[CH2:37][CH2:38]4)[n:24]3)[cH:17][cH:18]2)[C:8](=[O:10])[O:9]1)([CH3:34])[CH3:35].